Dataset: the Open Reaction Database (ORD), a public repository of structured organic reaction records. Task: describe an organic reaction: reactants, conditions, products, and yield Starting materials: C#CC(CC(=O)OCC)NC(=O)C1CCCN(C(=O)CCC2CCN(C(=O)OC(C)(C)C)CC2)C1, CCO, [K+], [Li+], C1CCOC1, [OH-], O, O=S(=O)([O-])O. Product: C#CC(CC(=O)O)NC(=O)C1CCCN(C(=O)CCC2CCN(C(=O)OC(C)(C)C)CC2)C1. As a reaction SMILES: [CH2:1]([CH3:2])[O:3][C:4]([CH2:5][CH:6]([NH:7][C:8](=[O:9])[CH:10]1[CH2:11][N:12]([C:16]([CH2:17][CH2:18][CH:19]2[CH2:20][CH2:21][N:22]([C:25](=[O:26])[O:27][C:28]([CH3:29])([CH3:30])[CH3:31])[CH2:23][CH2:24]2)=[O:32])[CH2:13][CH2:14][CH2:15]1)[C:33]#[CH:34])=[O:35].[CH3:49][CH2:50][OH:51].[K+:43].[Li+:36].[O:44]1[CH2:45][CH2:46][CH2:47][CH2:48]1.[OH-:37].[OH2:52].[S:38](=[O:39])(=[O:40])([OH:41])[O-:42]>>[O:3]=[C:4]([CH2:5][CH:6]([NH:7][C:8](=[O:9])[CH:10]1[CH2:11][N:12]([C:16]([CH2:17][CH2:18][CH:19]2[CH2:20][CH2:21][N:22]([C:25](=[O:26])[O:27][C:28]([CH3:29])([CH3:30])[CH3:31])[CH2:23][CH2:24]2)=[O:32])[CH2:13][CH2:14][CH2:15]1)[C:33]#[CH:34])[OH:35]. The solvent is O (water). Product: S=C1OC2=C(N1)C=C(C=C2)C(C(=O)OCC)C (ethyl 2-(2-thioxo-2,3-dihydrobenzoxazol-5-yl)propionate). The reactants are NC=1C=C(C=CC1O)C(C(=O)OCC)C (ethyl 2-(3-amino-4-hydroxyphenyl)propionate), C(C)OC(=S)[S-].[K+] (potassium ethylxanthate), C(C)O (ethanol). Reaction SMILES: [NH2:1][C:2]1[CH:3]=[C:4]([CH:9]([CH3:15])[C:10]([O:12][CH2:13][CH3:14])=[O:11])[CH:5]=[CH:6][C:7]=1[OH:8].C(O[C:19]([S-])=[S:20])C.[K+].C(O)C>O>[S:20]=[C:19]1[NH:1][C:2]2[CH:3]=[C:4]([CH:9]([CH3:15])[C:10]([O:12][CH2:13][CH3:14])=[O:11])[CH:5]=[CH:6][C:7]=2[O:8]1 |f:1.2|. Reported procedure: A stirred mixture of ethyl 2-(3-amino-4-hydroxyphenyl)propionate (8.4 g.), potassium ethylxanthate (6.33 g.), ethanol (38 ml.) and water (6.5 ml.) was heated under reflux for 4 hours. The solution was evaporated to half volume and diluted with water (65 ml.). The mixture was acidified with 2N-hydrochloric acid and extracted several times with ether. The ethereal solution was washed with water, then dried with anhydrous sodium sulphate, and evaporated to give ethyl 2-(2-thioxo-2,3-dihydrobenzoxaz... Reactants: FC1=CC=C(C=C1)C(C(C(=O)OCC)CC1=CC(=CC=C1)CC(C(F)F)(F)F)O (ethyl (2RS,3RS)-3-(4-fluorophenyl)-3-hydroxy-2-[3-(2,2,3,3-tetrafluoropropyl)benzyl]propionate), [OH-].[Na+] (sodium hydroxide), CO (methanol), O (water). Run in O1CCCC1 (tetrahydrofuran). Reaction conditions: time 8 hour. The product is crude product, FC1=CC=C(C=C1)C(C(C(=O)O)CC1=CC(=CC=C1)CC(C(F)F)(F)F)O ((2RS,3RS)-3-(4-fluorophenyl)-3-hydroxy-2-[3-(2,2,3,3-tetrafluoropropyl)benzyl]propionic acid). Reaction SMILES: [F:1][C:2]1[CH:7]=[CH:6][C:5]([CH:8]([OH:29])[CH:9]([CH2:15][C:16]2[CH:21]=[CH:20][CH:19]=[C:18]([CH2:22][C:23]([F:28])([F:27])[CH:24]([F:26])[F:25])[CH:17]=2)[C:10]([O:12]CC)=[O:11])=[CH:4][CH:3]=1.[OH-].[Na+].CO.O>O1CCCC1>[F:1][C:2]1[CH:7]=[CH:6][C:5]([CH:8]([OH:29])[CH:9]([CH2:15][C:16]2[CH:21]=[CH:20][CH:19]=[C:18]([CH2:22][C:23]([F:28])([F:27])[CH:24]([F:26])[F:25])[CH:17]=2)[C:10]([OH:12])=[O:11])=[CH:4][CH:3]=1 |f:1.2|. Procedure: A mixture of ethyl (2RS,3RS)-3-(4-fluorophenyl)-3-hydroxy-2-[3-(2,2,3,3-tetrafluoropropyl)benzyl]propionate (1.378 g, 3.309 mmol), sodium hydroxide (0.26 g, 6.62 mmol), methanol (10 ml), water (5 ml) and tetrahydrofuran (10 ml) was stirred overnight at room, temperature. The reaction solution was concentrated and diluted with water, acidified with 1N hydrochloric acid and extracted twice with ethyl acetate. The recovered organic layer was dried over anhydrous sodium sulfate, and the solvent was ...